Dataset: the Open Reaction Database (ORD), a public repository of structured organic reaction records. Task: describe an organic reaction: reactants, conditions, products, and yield The reactants are ClC1=C2C=C(C(=NC2=NC=C1)C)OCC (5-chloro-3-ethoxy-2-methyl-1,8-naphthyridine), NC=1C=CC(=NC1)O (5-aminopyridin-2-ol). Run in IMS. Yields the product O.Cl.C(C)OC=1C(=NC2=NC=CC(=C2C1)NC=1C=CC(=NC1)O)C.O.O.C(C)OC=1C(=NC2=NC=CC(=C2C1)NC=1C=CC(=NC1)O)C.Cl (5-(3-ethoxy-2-methyl-1,8-naphthyridin-5-ylamino)pyridin-2-ol hydrochloride sesquihydrate). Reaction SMILES: [Cl:1][C:2]1[CH:11]=[CH:10][N:9]=[C:8]2[C:3]=1[CH:4]=[C:5]([O:13][CH2:14][CH3:15])[C:6]([CH3:12])=[N:7]2.[NH2:16][C:17]1[CH:18]=[CH:19][C:20]([OH:23])=[N:21][CH:22]=1>>[OH2:13].[ClH:1].[CH2:14]([O:13][C:5]1[C:6]([CH3:12])=[N:7][C:8]2[C:3]([CH:4]=1)=[C:2]([NH:16][C:17]1[CH:18]=[CH:19][C:20]([OH:23])=[N:21][CH:22]=1)[CH:11]=[CH:10][N:9]=2)[CH3:15].[OH2:13].[OH2:13].[CH2:14]([O:13][C:5]1[C:6]([CH3:12])=[N:7][C:8]2[C:3]([CH:4]=1)=[C:2]([NH:16][C:17]1[CH:18]=[CH:19][C:20]([OH:23])=[N:21][CH:22]=1)[CH:11]=[CH:10][N:9]=2)[CH3:15].[ClH:1] |f:2.3.4.5.6.7.8|. Procedure: A mixture of 5-chloro-3-ethoxy-2-methyl-1,8-naphthyridine (2.0 g), 5-aminopyridin-2-ol (1.0 g) and IMS (20 ml) was boiled under reflux for 2 hours. The mixture was cooled and filtered to give 5-(3-ethoxy-2-methyl-1,8-naphthyridin-5-ylamino)pyridin-2-ol hydrochloride sesquihydrate, m.p. 295°-300° C. The reactants are N1N=C(C=C1)C1=CC=C(C=C1)C(=O)N1CC=2N(CC3=C1C=CC=C3)C=CC2 ([4-(1H-pyrazol-3-yl)-phenyl]-(5H,11H-pyrrolo[2,1-c][1,4]benzodiazepin-10-yl)-methanone), [H-].[Na+] (sodium hydride), COCI (iodomethyl methyl ether). Solvent: oil, CN(C=O)C (dimethylformamide). The product is COCN1N=C(C=C1)C1=CC=C(C=C1)C(=O)N1CC=2N(CC3=C1C=CC=C3)C=CC2 ([4-(1-methoxymethyl-1H-pyrazol-3-yl)-phenyl]-(5H,11H-pyrrolo[2,1-c][1,4]-benzodiazepin-10-yl)-methanone). The yield is 23.1%. As a reaction SMILES: [NH:1]1[CH:5]=[CH:4][C:3]([C:6]2[CH:11]=[CH:10][C:9]([C:12]([N:14]3[C:20]4[CH:21]=[CH:22][CH:23]=[CH:24][C:19]=4[CH2:18][N:17]4[CH:25]=[CH:26][CH:27]=[C:16]4[CH2:15]3)=[O:13])=[CH:8][CH:7]=2)=[N:2]1.[H-].[Na+].[CH3:30][O:31][CH2:32]I>CN(C)C=O>[CH3:30][O:31][CH2:32][N:1]1[CH:5]=[CH:4][C:3]([C:6]2[CH:11]=[CH:10][C:9]([C:12]([N:14]3[C:20]4[CH:21]=[CH:22][CH:23]=[CH:24][C:19]=4[CH2:18][N:17]4[CH:25]=[CH:26][CH:27]=[C:16]4[CH2:15]3)=[O:13])=[CH:8][CH:7]=2)=[N:2]1 |f:1.2|. Procedure details: In the manner of Example 25, employing [4-(1H-pyrazol-3-yl)-phenyl]-(5H,11H-pyrrolo[2,1-c][1,4]benzodiazepin-10-yl)-methanone (1.0 g), 60% sodium hydride in oil (0.15 g), dimethylformamide (25 ml), and iodomethyl methyl ether (0.50 g), the title compound (0.26 g) was obtained as an amorphous solid, MS, m/z: 399.2(M+H)+, 797.2 (2M+H)+. The reactants are N#Cc1ccc(C(=O)O)c(F)c1F, O=C([O-])O, Cc1cc(C(F)(C(F)(F)F)C(F)(F)F)cc(C)c1N, CN(C)C=O, O=C(Cl)C(=O)Cl, ClCCl, [Na+], C1CCOC1, c1ccncc1. The product is Cc1cc(C(F)(C(F)(F)F)C(F)(F)F)cc(C)c1NC(=O)c1ccc(C#N)c(F)c1F. As a reaction SMILES: [C:1](#[N:2])[c:3]1[c:4]([F:13])[c:5]([F:12])[c:6]([C:7](=[O:8])[OH:9])[cH:10][cH:11]1.[C:45](=[O:46])([O-:47])[OH:48].[CH3:20][c:21]1[c:22]([NH2:23])[c:24]([CH3:38])[cH:25][c:26]([C:28]([C:29]([F:30])([F:31])[F:32])([C:33]([F:34])([F:35])[F:36])[F:37])[cH:27]1.[CH3:58][N:59]([CH3:60])[CH:61]=[O:62].[Cl:14][C:15]([C:16]([Cl:17])=[O:18])=[O:19].[Cl:50][CH2:51][Cl:52].[Na+:49].[O:53]1[CH2:54][CH2:55][CH2:56][CH2:57]1.[cH:39]1[cH:40][cH:41][n:42][cH:43][cH:44]1>>[C:1](#[N:2])[c:3]1[c:4]([F:13])[c:5]([F:12])[c:6]([C:7](=[O:9])[NH:23][c:22]2[c:21]([CH3:20])[cH:27][c:26]([C:28]([C:29]([F:30])([F:31])[F:32])([C:33]([F:34])([F:35])[F:36])[F:37])[cH:25][c:24]2[CH3:38])[cH:10][cH:11]1. The reactants are Cc1ccc(S(=O)(=O)Cl)s1, COc1ccc(Cn2nc(N)c3c(OC)cccc32)cc1F, c1ccncc1. Product: COc1ccc(Cn2nc(NS(=O)(=O)c3ccc(C)s3)c3c(OC)cccc32)cc1F. Reaction SMILES: [CH3:23][c:24]1[cH:25][cH:26][c:27]([S:29](=[O:30])(=[O:31])[Cl:32])[s:28]1.[F:1][c:2]1[cH:3][c:4]([CH2:10][n:11]2[n:12][c:13]([NH2:22])[c:14]3[c:15]([O:20][CH3:21])[cH:16][cH:17][cH:18][c:19]23)[cH:5][cH:6][c:7]1[O:8][CH3:9].[cH:33]1[cH:34][cH:35][n:36][cH:37][cH:38]1>>[F:1][c:2]1[cH:3][c:4]([CH2:10][n:11]2[n:12][c:13]([NH:22][S:29]([c:27]3[cH:26][cH:25][c:24]([CH3:23])[s:28]3)(=[O:30])=[O:31])[c:14]3[c:15]([O:20][CH3:21])[cH:16][cH:17][cH:18][c:19]23)[cH:5][cH:6][c:7]1[O:8][CH3:9]. Reaction SMILES: [CH3:1][c:2]1[cH:3][c:4](-[c:9]2[nH:10][c:11]3[cH:12][cH:13][c:14]([S:32](=[O:33])(=[O:34])[CH3:35])[cH:15][c:16]3[c:17]2[CH2:18][CH2:19][NH:20][C:21]([CH2:22][CH2:23][CH2:24][c:25]2[cH:26][cH:27][n:28][cH:29][cH:30]2)=[O:31])[cH:5][c:6]([CH3:8])[cH:7]1.[CH3:36][OH:37].[CH3:38][N:39]([CH2:40][CH2:41][OH:42])[CH3:43].[O:44]1[CH2:45][CH2:46][CH2:47][CH2:48]1>>[CH3:1][c:2]1[cH:3][c:4](-[c:9]2[nH:10][c:11]3[cH:12][cH:13][c:14]([S:32](=[O:33])(=[O:34])[CH3:35])[cH:15][c:16]3[c:17]2[CH2:18][CH2:19][NH:20][CH2:21][CH2:22][CH2:23][CH2:24][c:25]2[cH:26][cH:27][n:28][cH:29][cH:30]2)[cH:5][c:6]([CH3:8])[cH:7]1. Starting materials: Cc1cc(C)cc(-c2[nH]c3ccc(S(C)(=O)=O)cc3c2CCNC(=O)CCCc2ccncc2)c1, CO, CN(C)CCO, C1CCOC1. Product: Cc1cc(C)cc(-c2[nH]c3ccc(S(C)(=O)=O)cc3c2CCNCCCCc2ccncc2)c1.